This data is from the Open Reaction Database (ORD), a public repository of structured organic reaction records. The task is: describe an organic reaction: reactants, conditions, products, and yield Starting materials: C(C)(=O)C1=C(C(=C(O[C@H]2C[C@H](CCC2)OS(=O)(=O)C)C=C1)CCC)O (cis-3-(4-acetyl-3-hydroxy-2-propylphenoxy)-1-mesyloxycyclohexane), C1COCCOCCOCCOCCO1 (15-crown-5), OC1=C(C=C(C=C1)CC(=O)OC)Br (4-hydroxy-3-bromophenylacetic acid, methyl ester), [H-].[Na+] (sodium hydride). Run in C1(=CC=CC=C1)C (toluene), C1CCOC1 (THF). The product is C(C)(=O)C1=C(C(=C(O[C@@H]2C[C@H](CCC2)OC2=C(C=C(C=C2)CC(=O)OC)Br)C=C1)CCC)O (trans-3-(4-acetyl-3-hydroxy-2-propylphenoxy)-1-(4-carbomethoxymethyl-2-bromophenoxy)cyclohexane). As a reaction SMILES: [C:1]([C:4]1[CH:21]=[CH:20][C:7]([O:8][C@@H:9]2[CH2:14][CH2:13][CH2:12][C@H:11]([O:15]S(C)(=O)=O)[CH2:10]2)=[C:6]([CH2:22][CH2:23][CH3:24])[C:5]=1[OH:25])(=[O:3])[CH3:2].O[C:27]1[CH:32]=[CH:31][C:30]([CH2:33][C:34]([O:36][CH3:37])=[O:35])=[CH:29][C:28]=1[Br:38].[H-].[Na+].C1OCCOCCOCCOCCOC1>C1(C)C=CC=CC=1.C1COCC1>[C:1]([C:4]1[CH:21]=[CH:20][C:7]([O:8][C@H:9]2[CH2:14][CH2:13][CH2:12][C@H:11]([O:15][C:27]3[CH:32]=[CH:31][C:30]([CH2:33][C:34]([O:36][CH3:37])=[O:35])=[CH:29][C:28]=3[Br:38])[CH2:10]2)=[C:6]([CH2:22][CH2:23][CH3:24])[C:5]=1[OH:25])(=[O:3])[CH3:2] |f:2.3|. Procedure details: To a solution of the title compound of Step C of this example (500 mg; 1.35 mmole) in toluene (30 ml) and THF (1.5 ml) was added successively 4-hydroxy-3-bromophenylacetic acid, methyl ester (1 g, 4 mmoles), sodium hydride (169 mg; 7 mmoles) and 15-crown-5 (10 mg). The reaction mixture was refluxed for 10 hours under nitrogen. It was then worked-up as in Step B of Example 8 to yield the title compound of this step. Starting materials: CC1=C(C=CC=C1)B(O)O (2-methyl phenylboronic acid), C(CCO)O (1,3-propanediol). The solvent is C1CCCCC1 (cyclohexane). Product: CC1=C(C=CC=C1)B1OCCCO1 (2-(2-methylphenyl) 1,3,2-dioxaborinane). As a reaction SMILES: [CH3:1][C:2]1[CH:7]=[CH:6][CH:5]=[CH:4][C:3]=1[B:8]([OH:10])[OH:9].[CH2:11](O)[CH2:12][CH2:13]O>C1CCCCC1>[CH3:1][C:2]1[CH:7]=[CH:6][CH:5]=[CH:4][C:3]=1[B:8]1[O:10][CH2:13][CH2:12][CH2:11][O:9]1. Procedure details: A mixture of 1.75 g of 2-methyl phenylboronic acid trimer, 30 ml of cyclohexane, and 0.5 ml of 1,3-propanediol is heated under reflux for 6 hours. The mixture is washed with water and extracted with pentane. The organic phases are dried and concentrated under reduced pressure. In this way 1.8 g of desired product is obtained.